This data is from the Open Reaction Database (ORD), a public repository of structured organic reaction records. The task is: describe an organic reaction: reactants, conditions, products, and yield Reactants: CO, O=S(=O)([O-])[O-], O=C(O)c1ccc2ncccc2c1. Product: COC(=O)c1ccc2ncccc2c1. As a reaction SMILES: [CH3:19][OH:20].[O-:14][S:15](=[O:16])(=[O:17])[O-:18].[n:1]1[cH:2][cH:3][cH:4][c:5]2[cH:6][c:7]([C:11](=[O:12])[OH:13])[cH:8][cH:9][c:10]12>>[n:1]1[cH:2][cH:3][cH:4][c:5]2[cH:6][c:7]([C:11]([O:12][CH3:19])=[O:13])[cH:8][cH:9][c:10]12. The reactants are O.NN (Hydrazine, hydrate), C(C)(=O)O (acetic acid), COC1=NC(=CC=C1C(CC#N)=O)C (3-(2-methoxy-6-methyl-pyridin-3-yl)-3-oxo-propionitrile). Run in C(C)O (ethanol). Reaction conditions: temperature 100 celsius. Yields the product COC1=NC(=CC=C1C=1C=C(NN1)N)C (5-(2-Methoxy-6-methyl-pyridin-3-yl)-2H-pyrazol-3-ylamine). As a reaction SMILES: CO[C:3]1[C:8]([C:9](=O)[CH2:10][C:11]#[N:12])=[CH:7][CH:6]=[C:5]([CH3:14])[N:4]=1.[OH2:15].[NH2:16][NH2:17].[C:18](O)(=O)C>C(O)C>[CH3:18][O:15][C:3]1[C:8]([C:9]2[CH:10]=[C:11]([NH2:12])[NH:16][N:17]=2)=[CH:7][CH:6]=[C:5]([CH3:14])[N:4]=1 |f:1.2|. Procedure details: A solution of 3-(2-methoxy-6-methyl-pyridin-3-yl)-3-oxo-propionitrile (21 g, 110.4 mmol) in ethanol (200 mL) is placed in a sealed tube, Hydrazine, hydrate (32.1 mL, 662.4 mmol) and acetic acid (21.0 mL) are added and the reaction heated at 100° C. for 2 h. The solvent is evaporated off and the reaction mixture is diluted with EtOAc (500 mL) and saturated sodium bicarbonate solution (100 mL). The organic layer is separated and the aqueous layer is extracted with EtOAc (2×250 mL). The combined or... Reactants: COC(=O)C1(C(C)=O)CCOCC1, O=C([O-])O, CC(C)O, [Na+], O, O=S(=O)(O)O. Product: CC(=O)C1CCOCC1. RXN SMILES: [C:1]([CH3:2])(=[O:3])[C:4]1([C:10]([O:11][CH3:12])=[O:13])[CH2:5][CH2:6][O:7][CH2:8][CH2:9]1.[C:23](=[O:24])([OH:25])[O-:26].[CH:14]([OH:15])([CH3:16])[CH3:17].[Na+:27].[OH2:28].[S:18](=[O:19])(=[O:20])([OH:21])[OH:22]>>[C:1]([CH3:2])(=[O:3])[CH:4]1[CH2:5][CH2:6][O:7][CH2:8][CH2:9]1. The reactants are C(C)OC(=O)C1(NCCC1C(C)C)C(=O)OCC (diethyl-3-isopropylpyrrolidine-2,2-dicarboxylate), C(C)C1C(NCC1)C(=O)O (3-ethyl-dl-proline), C(=O)(OCC)C1(NCCC1CC)C(=O)OCC (2,2-dicarboethoxy-3-ethylpyrrolidine). Product: C(C)(C)C1C(NCC1)C(=O)O (3-Isopropyl-dl-proline). As a reaction SMILES: C([O:3][C:4]([C:6]1(C(OCC)=O)[CH:10]([CH:11]([CH3:13])[CH3:12])[CH2:9][CH2:8][NH:7]1)=[O:5])C.C(C1CCNC1C(O)=O)C.C(C1(C(OCC)=O)C(CC)CCN1)(OCC)=O>>[CH:11]([CH:10]1[CH2:9][CH2:8][NH:7][CH:6]1[C:4]([OH:5])=[O:3])([CH3:13])[CH3:12]. Reported procedure: The title compound was prepared from diethyl-3-isopropylpyrrolidine-2,2-dicarboxylate (3.06 g, 12.0 mmol) essentially according to the basic hydrolysis procedure described in Morgan, B. A.; Schafer, D. J. U.S. Pat. No. 4,060,603, Nov. 29, 1977 for the preparation of 3-ethyl-dl-proline from 2,2-dicarboethoxy-3-ethylpyrrolidine. The product was isolated as a yellow solid. LCMS (M+H): 158.0. 1H NMR (CD3OD, 400 MHz): δ 3.70 (d, J=6.4 Hz, 1 H), 3.31–3.27 (m, 1 H), 2.29–2.22 (m, 1 H), 2.08–1.99 (m, 1 ... The reactants are BrCCC=C1C2=C(OCC3=C1C=CC=N3)C=CC(=C2)C(C)(C)O (2-[5-(3-Bromo-propylidene)-5,11-dihydro-10-oxa-1-aza-dibenzo[a,d]cyclohepten-7-yl]-propan-2-ol), ClC1=CC=C(C=C1)C1(C(CNCC1)NC(CC)=O)O (N-[4-(4-chloro-phenyl)-4-hydroxy-piperidin-3-yl]-propionamide), N1=C(C=CC=C1C)C (2,6-lutidine), [I-].[K+] (potassium iodide). The solvent is C(C)(C)O (isopropanol). Run at temperature 80 celsius, time 14 hour. Yields the product ClC1=CC=C(C=C1)C1(C(CN(CC1)CCC=C1C2=C(OCC3=C1C=CC=N3)C=CC(=C2)C(C)(C)O)NC(CC)=O)O (N-[4-(4-Chloro-phenyl)-4-hydroxy-1-{3-[7-(hydroxyl-1-methyl-ethyl)-11H-10-oxa-1-aza-dibenzo[a,d]cyclohepten-5-ylidene]-propyl}-piperidin-3-yl)-propionamide), C(=O)[O-] (formate). Yield: 1078.9%. RXN SMILES: [Cl:1][C:2]1[CH:7]=[CH:6][C:5]([C:8]2([OH:19])[CH2:13][CH2:12][NH:11][CH2:10][CH:9]2[NH:14][C:15](=[O:18])[CH2:16][CH3:17])=[CH:4][CH:3]=1.N1C(C)=CC=CC=1C.[I-].[K+].Br[CH2:31][CH2:32][CH:33]=[C:34]1[C:40]2[CH:41]=[CH:42][CH:43]=[N:44][C:39]=2[CH2:38][O:37][C:36]2[CH:45]=[CH:46][C:47]([C:49]([OH:52])([CH3:51])[CH3:50])=[CH:48][C:35]1=2>C(O)(C)C>[Cl:1][C:2]1[CH:3]=[CH:4][C:5]([C:8]2([OH:19])[CH2:13][CH2:12][N:11]([CH2:31][CH2:32][CH:33]=[C:34]3[C:40]4[CH:41]=[CH:42][CH:43]=[N:44][C:39]=4[CH2:38][O:37][C:36]4[CH:45]=[CH:46][C:47]([C:49]([OH:52])([CH3:51])[CH3:50])=[CH:48][C:35]3=4)[CH2:10][CH:9]2[NH:14][C:15](=[O:18])[CH2:16][CH3:17])=[CH:6][CH:7]=1.[CH:8]([O-:19])=[O:37] |f:2.3|. Procedure details: To a solution of the N-[4-(4-chloro-phenyl)-4-hydroxy-piperidin-3-yl]-propionamide (0.133 g, 0.47 mmol) in isopropanol (5.0 mL) was added 2,6-lutidine (0.055 mL, 0.47 mmol) and catalytic potassium iodide. This mixture was heated to 80° C., and treated with 2-[5-(3-Bromo-propylidene)-5,11-dihydro-10-oxa-1-aza-dibenzo[a,d]cyclohepten-7-yl]-propan-2-ol (0.176 g, 0.35 mmol), added in portions over 2 h. The solution was then stirred at 80° C. for an additional 14 h. The reaction was concentrated in v... Starting materials: B(OC1=CC=C(C=C1)OCCOC(C)C)([O-])[O-] (4-(2-propoxy)ethoxyphenyl borate), BrC=1C=CC2=C(C=C(CCN2C(=O)OC(C)(C)C)C(=O)OC)C1 (methyl 7-bromo-1-(t-butoxycarbonyl)-2,3-dihydro-1H-1-benzazepine-4-carboxylate), C([O-])([O-])=O.[K+].[K+] (potassium carbonate). The reagents and catalysts are C=1C=CC(=CC1)[P](C=2C=CC=CC2)(C=3C=CC=CC3)[Pd]([P](C=4C=CC=CC4)(C=5C=CC=CC5)C=6C=CC=CC6)([P](C=7C=CC=CC7)(C=8C=CC=CC8)C=9C=CC=CC9)[P](C=1C=CC=CC1)(C=1C=CC=CC1)C=1C=CC=CC1 (tetrakistriphenylphosphinepalladium). Solvent: C1(=CC=CC=C1)C.C(C)O.O (water ethanol toluene), C(C)(=O)OCC (ethyl acetate). Conditions: time 30 minute. The product is C(C)(C)(C)OC(=O)N1CCC(=CC2=C1C=CC(=C2)C2=CC=C(C=C2)OCCOC(C)C)C(=O)OC (methyl 1-(t-butoxycarbonyl)-7-[4-(2-propoxy)ethoxyphenyl]-2.3-dihydro-1H-1-benzazepine-4-carboxylate). The yield is 93.2%. Reaction SMILES: B([O-])([O-])O[C:3]1[CH:8]=[CH:7][C:6]([O:9][CH2:10][CH2:11][O:12][CH:13]([CH3:15])[CH3:14])=[CH:5][CH:4]=1.Br[C:19]1[CH:20]=[CH:21][C:22]2[N:28]([C:29]([O:31][C:32]([CH3:35])([CH3:34])[CH3:33])=[O:30])[CH2:27][CH2:26][C:25]([C:36]([O:38][CH3:39])=[O:37])=[CH:24][C:23]=2[CH:40]=1.C(=O)([O-])[O-].[K+].[K+]>C1(C)C=CC=CC=1.C(O)C.O.C(OCC)(=O)C.C1C=CC([P]([Pd]([P](C2C=CC=CC=2)(C2C=CC=CC=2)C2C=CC=CC=2)([P](C2C=CC=CC=2)(C2C=CC=CC=2)C2C=CC=CC=2)[P](C2C=CC=CC=2)(C2C=CC=CC=2)C2C=CC=CC=2)(C2C=CC=CC=2)C2C=CC=CC=2)=CC=1>[C:32]([O:31][C:29]([N:28]1[C:22]2[CH:21]=[CH:20][C:19]([C:3]3[CH:8]=[CH:7][C:6]([O:9][CH2:10][CH2:11][O:12][CH:13]([CH3:15])[CH3:14])=[CH:5][CH:4]=3)=[CH:40][C:23]=2[CH:24]=[C:25]([C:36]([O:38][CH3:39])=[O:37])[CH2:26][CH2:27]1)=[O:30])([CH3:35])([CH3:34])[CH3:33] |f:2.3.4,5.6.7,^1:67,69,88,107|. Reported procedure: In a mixture of water ethanol toluene (1:1:10, v/v, 42.0 ml) were dissolved 4-(2-propoxy)ethoxyphenyl borate (920 mg) and methyl 7-bromo-1-(t-butoxycarbonyl)-2,3-dihydro-1H-1-benzazepine-4-carboxylate (1308 mg). To the solution was added potassium carbonate (1135 mg), and the mixture was stirred under argon atmosphere at room temperature for 30 minutes. To the mixture was added tetrakistriphenylphosphinepalladium (119 mg), and the mixture was heated to reflux under argon atmosphere for 14.5 hour...